From a dataset of the Open Reaction Database (ORD), a public repository of structured organic reaction records. describe an organic reaction: reactants, conditions, products, and yield Starting materials: C(C)(C)(C)OC(CN1C=C(C2=CC(=CC=C12)OC)C(N)=O)=O ((3-carbamoyl-5-methoxy-indol-1-yl)-acetic acid tert-butyl ester), C(=O)(C(F)(F)F)O (TFA), CO (Methanol). Solvent: C(Cl)Cl (CH2Cl2). Run at time 3 hour. Product: C(N)(=O)C1=CN(C2=CC=C(C=C12)OC)CC(=O)O ((3-Carbamoyl-5-methoxy-indol-1-yl)-acetic acid). Reaction SMILES: C([O:5][C:6](=[O:22])[CH2:7][N:8]1[C:16]2[C:11](=[CH:12][C:13]([O:17][CH3:18])=[CH:14][CH:15]=2)[C:10]([C:19](=[O:21])[NH2:20])=[CH:9]1)(C)(C)C.C(O)(C(F)(F)F)=O.CO>C(Cl)Cl>[C:19]([C:10]1[C:11]2[C:16](=[CH:15][CH:14]=[C:13]([O:17][CH3:18])[CH:12]=2)[N:8]([CH2:7][C:6]([OH:22])=[O:5])[CH:9]=1)(=[O:21])[NH2:20]. Procedure: To a solution of (3-carbamoyl-5-methoxy-indol-1-yl)-acetic acid tert-butyl ester (45.0 mg, 0.118 mmol) in CH2Cl2 (2.0 mL) was added TFA (1.0 mL) at RT, and stirring was continued for 3 h. Methanol was then added to the reaction mixture and volatiles were removed in vacuo. The residue was taken up in methanol and concentrated again under reduced pressure to afford the title compound as a beige solid: MS (LC/MS): 249 [M+H]+, 277 [M+Na]+; tR (HPLC conditions c): 2.93 min. The material thus obtained... Starting materials: COC1=C(CNC=2C=C(C(=NC2)C#N)NC2=NC(=CC(=C2)C)C)C=CC(=C1)OC (5-[(2,4-dimethoxybenzyl)amino]-3-[(4,6-dimethylpyridin-2-yl)amino]pyridine-2-carbonitrile), FC(C(=O)O)(F)F (trifluoroacetic acid). Run in ClCCl (dichloromethane), C(C)(=O)OCC (ethyl acetate), C([O-])(O)=O.[Na+] (sodium bicarbonate). Reaction conditions: time 10 minute. Product: NC=1C=C(C(=NC1)C#N)NC1=NC(=CC(=C1)C)C (5-amino-3-[(4,6-dimethylpyridin-2-yl)amino]pyridine-2-carbonitrile). RXN SMILES: COC1C=C(OC)C=CC=1C[NH:6][C:7]1[CH:8]=[C:9]([NH:15][C:16]2[CH:21]=[C:20]([CH3:22])[CH:19]=[C:18]([CH3:23])[N:17]=2)[C:10]([C:13]#[N:14])=[N:11][CH:12]=1.FC(F)(F)C(O)=O>ClCCl.C(OCC)(=O)C.C(=O)(O)[O-].[Na+]>[NH2:6][C:7]1[CH:8]=[C:9]([NH:15][C:16]2[CH:21]=[C:20]([CH3:22])[CH:19]=[C:18]([CH3:23])[N:17]=2)[C:10]([C:13]#[N:14])=[N:11][CH:12]=1 |f:4.5|. Procedure details: To a suspension of 5-[(2,4-dimethoxybenzyl)amino]-3-[(4,6-dimethylpyridin-2-yl)amino]pyridine-2-carbonitrile (240 mg, 0.62 mmol) in dichloromethane (5 mL) was added trifluoroacetic acid (0.96 mL, 12.5 mmol) dropwise, and the reaction mixture was stirred for 10 minutes. The reaction mixture was diluted with ethyl acetate and aqueous saturated sodium bicarbonate. The organic layer was separated, dried over magnesium sulfate, filtered, and concentrated under reduced pressure. The residue was purifi... Reactants: CCN(CC)C1CCCCC1O, COc1ccc2c(C(=O)c3ccc(F)cc3)c(-c3ccc(OCCN4CCCC4)cc3)sc2c1. Product: CCN(CC)C1CCCCC1Oc1ccc(C(=O)c2c(-c3ccc(OCCN4CCCC4)cc3)sc3cc(OC)ccc23)cc1. RXN SMILES: [CH2:35]([CH3:36])[N:37]([CH:38]1[CH:39]([OH:44])[CH2:40][CH2:41][CH2:42][CH2:43]1)[CH2:45][CH3:46].[CH3:1][O:2][c:3]1[cH:4][cH:5][c:6]2[c:7]([s:8][c:9](-[c:20]3[cH:21][cH:22][c:23]([O:26][CH2:27][CH2:28][N:29]4[CH2:30][CH2:31][CH2:32][CH2:33]4)[cH:24][cH:25]3)[c:10]2[C:11](=[O:12])[c:13]2[cH:14][cH:15][c:16]([F:19])[cH:17][cH:18]2)[cH:34]1>>[CH3:1][O:2][c:3]1[cH:4][cH:5][c:6]2[c:7]([s:8][c:9](-[c:20]3[cH:21][cH:22][c:23]([O:26][CH2:27][CH2:28][N:29]4[CH2:30][CH2:31][CH2:32][CH2:33]4)[cH:24][cH:25]3)[c:10]2[C:11](=[O:12])[c:13]2[cH:14][cH:15][c:16]([O:44][CH:39]3[CH:38]([N:37]([CH2:35][CH3:36])[CH2:45][CH3:46])[CH2:43][CH2:42][CH2:41][CH2:40]3)[cH:17][cH:18]2)[cH:34]1. Reactants: Cl, [Na+], C1COCCO1, [OH-], CSc1ncc(C(F)(F)F)c(-c2cc3ccccc3s2)n1. Yields the product Oc1ncc(C(F)(F)F)c(-c2cc3ccccc3s2)n1. As a reaction SMILES: [ClH:24].[Na+:23].[O:25]1[CH2:26][CH2:27][O:28][CH2:29][CH2:30]1.[OH-:22].[s:1]1[c:2]2[c:3]([cH:4][c:5]1-[c:6]1[n:7][c:8]([S:16][CH3:17])[n:9][cH:10][c:11]1[C:12]([F:13])([F:14])[F:15])[cH:18][cH:19][cH:20][cH:21]2>>[s:1]1[c:2]2[c:3]([cH:4][c:5]1-[c:6]1[n:7][c:8]([OH:22])[n:9][cH:10][c:11]1[C:12]([F:13])([F:14])[F:15])[cH:18][cH:19][cH:20][cH:21]2.